Dataset: the Open Reaction Database (ORD), a public repository of structured organic reaction records. Task: describe an organic reaction: reactants, conditions, products, and yield The reactants are C(C)(=O)NC1=C(C(=CC=C1C)N)C (1-Acetamido-3-amino-2,6-dimethylbenzene), N(=O)[O-].[Na+] (sodium nitrite), [Cl-].[Na+] (sodium chloride), NC(=O)N (urea), S(O)(O)(=O)=O (sulfuric acid). Solvent: O (water), O (water), O (water). The product is C(C)(=O)NC=1C(=C(C=CC1C)O)C (3-acetamido-2,4-dimethylphenol). Isolated yield 67.0%. As a reaction SMILES: [C:1]([NH:4][C:5]1[C:10]([CH3:11])=[CH:9][CH:8]=[C:7](N)[C:6]=1[CH3:13])(=[O:3])[CH3:2].S(=O)(=O)(O)[OH:15].N([O-])=O.[Na+].NC(N)=O.[Cl-].[Na+]>O>[C:1]([NH:4][C:5]1[C:6]([CH3:13])=[C:7]([OH:15])[CH:8]=[CH:9][C:10]=1[CH3:11])(=[O:3])[CH3:2] |f:2.3,5.6|. Procedure details: 1-Acetamido-3-amino-2,6-dimethylbenzene (4.77 g; 26.8 mmol) was dissolved in a diluted acid prepared from concentrated sulfuric acid (3 ml) and water (30 ml). To the resulting solution was added dropwise a solution of sodium nitrite (2.40 g; 34.8 mmol) in water (5 ml) in a manner such that the temperature of the reaction mixture did not exceed 10° C. Then, the mixture was stirred under ice-cooling for 15 minutes. After addition of 1.00 g of urea (16.6 mmol), the mixture was dropwise added gradua...